Dataset: the Open Reaction Database (ORD), a public repository of structured organic reaction records. Task: describe an organic reaction: reactants, conditions, products, and yield Starting materials: ClC1=CC=C(C=C1)C1=NOC(=C1COC=1C=C(N(N1)C)C(=O)O)CO (5-[3-(4-chloro-phenyl)-5-hydroxymethyl-isoxazol-4-ylmethoxy]-2-methyl-2H-pyrazole-3-carboxylic acid), Cl.FC1(CCNCC1)F (4,4-difluoropiperidine hydrochloride). The product is ClC1=CC=C(C=C1)C1=NOC(=C1COC=1C=C(N(N1)C)C(=O)N1CCC(CC1)(F)F)CO ({5-[3-(4-Chloro-phenyl)-5-hydroxymethyl-isoxazol-4-ylmethoxy]-2-methyl-2H-pyrazol-3-yl}-(4,4-difluoro-piperidin-1-yl)-methanone). Isolated yield 67.0%. Reaction SMILES: [Cl:1][C:2]1[CH:7]=[CH:6][C:5]([C:8]2[C:12]([CH2:13][O:14][C:15]3[CH:16]=[C:17]([C:21](O)=[O:22])[N:18]([CH3:20])[N:19]=3)=[C:11]([CH2:24][OH:25])[O:10][N:9]=2)=[CH:4][CH:3]=1.Cl.[F:27][C:28]1([F:34])[CH2:33][CH2:32][NH:31][CH2:30][CH2:29]1>>[Cl:1][C:2]1[CH:3]=[CH:4][C:5]([C:8]2[C:12]([CH2:13][O:14][C:15]3[CH:16]=[C:17]([C:21]([N:31]4[CH2:32][CH2:33][C:28]([F:34])([F:27])[CH2:29][CH2:30]4)=[O:22])[N:18]([CH3:20])[N:19]=3)=[C:11]([CH2:24][OH:25])[O:10][N:9]=2)=[CH:6][CH:7]=1 |f:1.2|. Procedure details: As described for example 107, 5-[3-(4-chloro-phenyl)-5-hydroxymethyl-isoxazol-4-ylmethoxy]-2-methyl-2H-pyrazole-3-carboxylic acid (100 mg, 0.28 mmol) was converted, using 4,4-difluoropiperidine hydrochloride instead of 2-amino-2-methyl-1-propanol, to the title compound (87 mg, 67%) which was obtained as a colorless gum. MS: m/e=467.2 [M+H]+.